This data is from the Open Reaction Database (ORD), a public repository of structured organic reaction records. The task is: describe an organic reaction: reactants, conditions, products, and yield Starting materials: C(C=C)O (allyl alcohol), [O-]S(=O)(=O)OOS(=O)(=O)[O-].[Na+].[Na+] (sodium peroxodisulfate), C(C)P(O)O (ethylphosphonous acid). Run in O (water). Reaction conditions: temperature 100 celsius. Product: C(C)P(O)(=O)CCCO (ethyl(3-hydroxypropyl)phosphinic acid). The yield is 89.0%. Reaction SMILES: [CH2:1]([P:3]([OH:5])[OH:4])[CH3:2].[CH2:6]([OH:9])[CH:7]=[CH2:8].[O-]S(OOS([O-])(=O)=O)(=O)=O.[Na+].[Na+]>O>[CH2:1]([P:3]([CH2:8][CH2:7][CH2:6][OH:9])(=[O:5])[OH:4])[CH3:2] |f:2.3.4|. Reported procedure: 564 g (6 mol) of ethylphosphonous acid (produced as in Example 1) are dissolved in 860 g of water and initially charged to a 5 l five-neck flask equipped with thermometer, reflux condenser, high-performance stirrer and dropping funnel. The reaction mixture is heated to 100° C. and 406 g (7 mol) of allyl alcohol and 500 g of a 5% sodium peroxodisulfate solution (1.5 mol % based on allyl alcohol) is added dropwise at atmospheric pressure over 1 h. Then, the water is distilled off in vacuo, and the... Reactants: CN1C=NC2=C1C=C(C(=C2F)N)C(=O)OC, C1=CC=C(C=C1)I. Reagents/catalysts: C(=O)([O-])[O-].[Cs+].[Cs+], CC1(C2=C(C(=CC=C2)P(C3=CC=CC=C3)C4=CC=CC=C4)OC5=C1C=CC=C5P(C6=CC=CC=C6)C7=CC=CC=C7)C, C1=CC=C(C=C1)/C=C/C(=O)/C=C/C2=CC=CC=C2.C1=CC=C(C=C1)/C=C/C(=O)/C=C/C2=CC=CC=C2.C1=CC=C(C=C1)/C=C/C(=O)/C=C/C2=CC=CC=C2.[Pd].[Pd]. The solvent is COC1=CC=CC=C1. Run at temperature 100 celsius. The product is CN1C=NC2=C1C=C(C(=C2F)NC3=CC=CC=C3)C(=O)OC. Isolated yield 57.5%. Procedure: 9,9-Dimethyl-4,5-bis(diphenylphosphino)xanthene (441 mg, 0.76 mmol) and Tris(dibenzylideneacetone)dipalladium(0) (279 mg, 0.30 mmol) were added to a round bottom flask which was evacuated and flushed with nitrogen 3 times, anisole (16.600 ml) was added and the mixture evacuated and flushed with nitrogen 3 times and then heated to 50ºC for 10 minutes. Cesium carbonate (6204 mg, 19.04 mmol), methyl 5-amino-4-fluoro-1-methyl-1H-benzo[d]imidazole-6-carboxylate (1700 mg, 7.62 mmol) and Iodobenzene (1...